Dataset: the Open Reaction Database (ORD), a public repository of structured organic reaction records. Task: describe an organic reaction: reactants, conditions, products, and yield Reactants: IC1=NC(=CC=C1OC1=CC=NC2=CC(=C(C=C12)OC)OC)C (4-[(2-Iodo-6-methyl-3-pyridyl)oxy]-6,7-dimethoxyquinoline), IC1=NC(=CC=C1OC1=CC=NC2=CC(=C(C=C12)OC)OC)C (4-[(2-Iodo-6-methyl-3-pyridyl)oxy]-6,7-dimethoxyquinoline), S1C=C(C=C1)B(O)O (3-thiopheneboronic acid), tetrakistriphenylphosphine palladium, C(O)([O-])=O.[Na+] (sodium hydrogencarbonate). Solvent: C1(=CC=CC=C1)C (toluene). Conditions: temperature 80 celsius, time 3 hour. Product: COC=1C=C2C(=CC=NC2=CC1OC)OC=1C(=NC(=CC1)C)C1=CSC=C1 (6,7-Dimethoxy-4-(6-methyl-2-thiophen-3-yl-pyridin-3-yloxy)-quinoline). The yield is 77.0%. Reaction SMILES: I[C:2]1[C:7]([O:8][C:9]2[C:18]3[C:13](=[CH:14][C:15]([O:21][CH3:22])=[C:16]([O:19][CH3:20])[CH:17]=3)[N:12]=[CH:11][CH:10]=2)=[CH:6][CH:5]=[C:4]([CH3:23])[N:3]=1.[S:24]1[CH:28]=[CH:27][C:26](B(O)O)=[CH:25]1.C(=O)([O-])O.[Na+]>C1(C)C=CC=CC=1>[CH3:20][O:19][C:16]1[CH:17]=[C:18]2[C:13](=[CH:14][C:15]=1[O:21][CH3:22])[N:12]=[CH:11][CH:10]=[C:9]2[O:8][C:7]1[C:2]([C:26]2[CH:27]=[CH:28][S:24][CH:25]=2)=[N:3][C:4]([CH3:23])=[CH:5][CH:6]=1 |f:2.3|. Reported procedure: 4-[(2-Iodo-6-methyl-3-pyridyl)oxy]-6,7-dimethoxyquinoline (compound 116) (84 mg), 3-thiopheneboronic acid (128 mg), and tetrakistriphenylphosphine palladium (12 mg) were dissolved in toluene (1 ml) to prepare a solution. A saturated aqueous sodium hydrogencarbonate solution (1 ml) was added to the solution, and the mixture was stirred at 80° C. for 3 hr. The reaction solution was filtered, the solvent was then removed by distillation under the reduced pressure, and the residue was purified by co...